From a dataset of the Open Reaction Database (ORD), a public repository of structured organic reaction records. describe an organic reaction: reactants, conditions, products, and yield Starting materials: NC1=C(C=CC(N1C1=CC=C(C=C1)CCOS(=O)(=O)C)=O)C(C1=CC=C(C=C1)F)=O (Methanesulfonic acid 2-{4-[6-amino-5-(4-fluoro-benzoyl)-2-oxo-2H-pyridin-1-yl]-phenyl}-ethyl ester), C1=CC=C(C=C1)[C@@H](C(=O)O)N (L-Phenylglycine). Yields the product NC1=C(C=CC(N1C1=CC=C(C=C1)CCN[C@H](C(=O)OC(C)(C)C)C1=CC=CC=C1)=O)C(=O)C1=CC=C(C=C1)F (tert-Butyl (2S)-{[2-(4-{6-amino-5-[(4-fluorophenyl)carbonyl]-2-oxopyridin-1(2H)-yl}phenyl)ethyl]amino}(phenyl)ethanoate). RXN SMILES: [NH2:1][C:2]1[N:7]([C:8]2[CH:13]=[CH:12][C:11]([CH2:14][CH2:15]OS(C)(=O)=O)=[CH:10][CH:9]=2)[C:6](=[O:21])[CH:5]=[CH:4][C:3]=1[C:22](=[O:30])[C:23]1[CH:28]=[CH:27][C:26]([F:29])=[CH:25][CH:24]=1.[CH:31]1[CH:36]=[CH:35][C:34]([C@H:37]([NH2:41])[C:38]([OH:40])=[O:39])=[CH:33][CH:32]=1>>[NH2:1][C:2]1[N:7]([C:8]2[CH:9]=[CH:10][C:11]([CH2:14][CH2:15][NH:41][C@@H:37]([C:34]3[CH:33]=[CH:32][CH:31]=[CH:36][CH:35]=3)[C:38]([O:40][C:3]([CH3:22])([CH3:4])[CH3:2])=[O:39])=[CH:12][CH:13]=2)[C:6](=[O:21])[CH:5]=[CH:4][C:3]=1[C:22]([C:23]1[CH:24]=[CH:25][C:26]([F:29])=[CH:27][CH:28]=1)=[O:30]. Reported procedure: From Intermediate 4J and L-Phenylglycine tbutyl ester. LC/MS: m/z 542 [M+H]+. 1H NMR (300 MHz, CDCl3) δ: 10.30 (1H, br s), 7.51-7.45 (3H, m), 7.38 (2H, d, J=6.9 Hz), 7.27-7.04 (9H, m), 5.82 (1H, d, J=9.6 Hz), 4.20 (1H, s), 2.86-2.75 (4H, m), 2.04 (1H, br s), 1.31 (9H, s). Reactants: OCCO, CCOC(=O)N1CCC(Nc2ccc(NC(=O)c3cc(Cl)ccc3O)cc2F)CC1, [Cl-], [K+], NN, [NH4+], [OH-], O, O. Product: O=C(Nc1ccc(NC2CCNCC2)c(F)c1)c1cc(Cl)ccc1O. Reaction SMILES: [CH2:38]([OH:39])[CH2:40][OH:41].[CH2:6]([O:7][C:8](=[O:9])[N:11]1[CH2:12][CH2:13][CH:14]([NH:17][c:18]2[c:19]([F:35])[cH:20][c:21]([NH:24][C:25]([c:26]3[c:27]([OH:33])[cH:28][cH:29][c:30]([Cl:32])[cH:31]3)=[O:34])[cH:22][cH:23]2)[CH2:15][CH2:16]1)[CH3:10].[Cl-:36].[K+:5].[NH2:2][NH2:3].[NH4+:37].[OH-:4].[OH2:1].[OH2:42]>>[NH:11]1[CH2:12][CH2:13][CH:14]([NH:17][c:18]2[c:19]([F:35])[cH:20][c:21]([NH:24][C:25]([c:26]3[c:27]([OH:33])[cH:28][cH:29][c:30]([Cl:32])[cH:31]3)=[O:34])[cH:22][cH:23]2)[CH2:15][CH2:16]1. The reactants are CO, CCOC(C)=O, Cl, [Na+], C1COCCO1, [OH-], O, COC(=O)c1ccc(OC2CCN(S(C)(=O)=O)CC2)cc1O. Yields the product CS(=O)(=O)N1CCC(Oc2ccc(C(=O)O)c(O)c2)CC1. RXN SMILES: [CH3:33][OH:34].[CH3:35][CH2:36][O:37][C:38](=[O:39])[CH3:40].[ClH:26].[Na+:2].[O:27]1[CH2:28][CH2:29][O:30][CH2:31][CH2:32]1.[OH-:1].[OH2:25].[OH:3][c:4]1[c:5]([C:6](=[O:7])[O:8][CH3:9])[cH:10][cH:11][c:12]([O:14][CH:15]2[CH2:16][CH2:17][N:18]([S:21](=[O:22])(=[O:23])[CH3:24])[CH2:19][CH2:20]2)[cH:13]1>>[OH:3][c:4]1[c:5]([C:6](=[O:7])[OH:8])[cH:10][cH:11][c:12]([O:14][CH:15]2[CH2:16][CH2:17][N:18]([S:21](=[O:22])(=[O:23])[CH3:24])[CH2:19][CH2:20]2)[cH:13]1. Reactants: ON1N=NC2=C1C=CC=C2 (1-hydroxybenzotriazole), Cl.CN(CCCN=C=NCC)C (1-(3-dimethylaminopropyl)-3-ethylcarbodiimide hydrochloride), N[C@@H](C[C@H]1[C@](CCC([C@@H]([C@@H]([C@H](C(C([C@H](CC(=O)O)O)(C)C)=O)C)O)C)=O)(C)O1)\C(=C\C=1N=C(SC1)C)\C ((3S,6R,7S,8R,12R,13S,15S,16E)-15-amino-3,7-dihydroxy-5,9-dioxo-12,13-epoxy-4,4,6,8,12,16-hexamethyl-17-(2-methylthiazol-4-yl)-16-heptadecenoic acid). Run in O (water), C(C)#N.CN(C=O)C (acetonitrile dimethylformamide). Run at time 12 hour. Product: O1[C@@]2(C=CC([C@@H]([C@@H]([C@H](C(C([C@H](CC(N[C@@H](C[C@@H]21)C(=CC=2N=C(SC2)C)C)=O)O)(C)C)=O)C)O)C)=O)C ((4S,7R,8S,9R,13R,14S,16S)-13,14-epoxy-4,8-dihydroxy-2,6,10-trioxo-5,5,7,9,13-pentamethyl-16-(1-(2-methylthiazol-4-yl)propen-2-yl)-1-aza-11-cyclohexadecene). Reaction SMILES: [NH2:1][C@H:2](/[C:29](/[CH3:37])=[CH:30]/[C:31]1[N:32]=[C:33]([CH3:36])[S:34][CH:35]=1)[CH2:3][C@@H:4]1[O:28][C@:5]1([CH3:27])[CH2:6][CH2:7][C:8](=[O:26])[C@H:9]([CH3:25])[C@H:10]([OH:24])[C@@H:11]([CH3:23])[C:12](=[O:22])[C:13]([CH3:21])([CH3:20])[C@@H:14]([OH:19])[CH2:15][C:16]([OH:18])=O.ON1C2C=CC=CC=2N=N1.Cl.CN(C)CCCN=C=NCC>C(#N)C.CN(C)C=O.O>[O:28]1[C@@H:4]2[C@@:5]1([CH3:27])[CH:6]=[CH:7][C:8](=[O:26])[C@H:9]([CH3:25])[C@H:10]([OH:24])[C@@H:11]([CH3:23])[C:12](=[O:22])[C:13]([CH3:21])([CH3:20])[C@@H:14]([OH:19])[CH2:15][C:16](=[O:18])[NH:1][C@H:2]([C:29]([CH3:37])=[CH:30][C:31]1[N:32]=[C:33]([CH3:36])[S:34][CH:35]=1)[CH2:3]2 |f:2.3,4.5|. Procedure details: A solution of (3S,6R,7S,8R,12R,13S,15S,16E)-15-amino-3,7-dihydroxy-5,9-dioxo-12,13-epoxy-4,4,6,8,12,16-hexamethyl-17-(2-methylthiazol-4-yl)-16-heptadecenoic acid (540 mg) in acetonitrile/dimethylformamide (20:1 v/v, 150 mL) is cooled to 0° C. and treated sequentially with 1-hydroxybenzotriazole (0.135 g) and 1-(3-dimethylaminopropyl)-3-ethylcarbodiimide hydrochloride (0.5 g). The mixture is warmed to ambient temperature and kept for 12 hours, then diluted with water and extracted with ethyl acet... Reactants: CNC, CCO, CN(C)c1nc(Cl)c2nnn(Cc3ccccc3F)c2n1. The product is CN(C)c1nc(N(C)C)c2nnn(Cc3ccccc3F)c2n1. As a reaction SMILES: [CH3:22][NH:23][CH3:24].[CH3:25][CH2:26][OH:27].[Cl:1][c:2]1[c:3]2[c:4]([n:5][c:6]([N:8]([CH3:9])[CH3:10])[n:7]1)[n:11]([CH2:14][c:15]1[c:16]([F:21])[cH:17][cH:18][cH:19][cH:20]1)[n:12][n:13]2>>[c:2]1([N:23]([CH3:22])[CH3:24])[c:3]2[c:4]([n:5][c:6]([N:8]([CH3:9])[CH3:10])[n:7]1)[n:11]([CH2:14][c:15]1[c:16]([F:21])[cH:17][cH:18][cH:19][cH:20]1)[n:12][n:13]2. The reactants are ClC(CCBr)c1ccc(Br)cc1, CN1CC(=O)N(c2cc(Cl)cc(Cl)c2)C1=O. The product is CN1C(=O)N(c2cc(Cl)cc(Cl)c2)C(=O)C12CCC2c1ccc(Br)cc1. RXN SMILES: [Br:1][c:2]1[cH:3][cH:4][c:5]([CH:8]([CH2:9][CH2:10][Br:12])[Cl:11])[cH:6][cH:7]1.[Cl:13][c:14]1[cH:15][c:16]([N:21]2[C:22](=[O:28])[N:23]([CH3:27])[CH2:24][C:25]2=[O:26])[cH:17][c:18]([Cl:20])[cH:19]1>>[Br:1][c:2]1[cH:3][cH:4][c:5]([CH:8]2[CH2:9][CH2:10][C:24]23[N:23]([CH3:27])[C:22](=[O:28])[N:21]([c:16]2[cH:15][c:14]([Cl:13])[cH:19][c:18]([Cl:20])[cH:17]2)[C:25]3=[O:26])[cH:6][cH:7]1.